Dataset: the Open Reaction Database (ORD), a public repository of structured organic reaction records. Task: describe an organic reaction: reactants, conditions, products, and yield Reactants: CC1=C(C(=O)P(OC)(=O)C2=CC=CC=C2)C(=CC(=C1)C)C (methyl 2,4,6-trimethylbenzoylphenylphosphinate), [I-].[Na+] (sodium iodide). The solvent is C(C)C(=O)C (methyl ethyl ketone). Conditions: temperature 55 celsius, time 2.5 hour. Yields the product CC1=C(C(=O)P([O-])(=O)C2=CC=CC=C2)C(=CC(=C1)C)C.[Na+] (Sodium 2,4,6-trimethylbenzoylphenylphosphinate). As a reaction SMILES: [CH3:1][C:2]1[CH:19]=[C:18]([CH3:20])[CH:17]=[C:16]([CH3:21])[C:3]=1[C:4]([P:6]([C:10]1[CH:15]=[CH:14][CH:13]=[CH:12][CH:11]=1)(=[O:9])[O:7]C)=[O:5].[I-].[Na+:23]>C(C(C)=O)C>[CH3:1][C:2]1[CH:19]=[C:18]([CH3:20])[CH:17]=[C:16]([CH3:21])[C:3]=1[C:4]([P:6]([C:10]1[CH:15]=[CH:14][CH:13]=[CH:12][CH:11]=1)(=[O:7])[O-:9])=[O:5].[Na+:23] |f:1.2,4.5|. Reported procedure: 60.5 parts by weight of methyl 2,4,6-trimethylbenzoylphenylphosphinate (as described in U.S. Pat. No. 4,265,723) and 33 parts by weight of sodium iodide were dissolved in 560 parts by volume of methyl ethyl ketone, and the solution was stirred for 2.5 hours at 55° C. The resulting precipitate was filtered off, washed with methyl ethyl ketone and dried, the desired product being obtained. Reactants: Cl.C(C)(C)(C)OC([C@@H](N)CC(C)C)=O (L-leucine tertbutylester hydrochloride), C(C1=CC=CC=C1)OC(=O)N1[C@@H](CCC1=O)C(=O)O (N-benzyloxycarbonyl-L-pyroglutamic acid), CN1CCOCC1 (N-methylmorpholine), C(C(C)C)OC(=O)Cl (isobutylchloroformate). Solvent: C1CCOC1 (THF), CCOC(=O)C (EtOAc), C1CCOC1 (THF). Run at temperature -15 celsius. The product is C(C)(C)(C)OC([C@@H](NC([C@H]1N(C(CC1)=O)C(=O)OCC1=CC=CC=C1)=O)CC(C)C)=O (N-benzyloxycarbonyl-L-pyroglutamyl-L-leucine tertbutylester). RXN SMILES: [CH2:1]([O:8][C:9]([N:11]1[C:15](=[O:16])[CH2:14][CH2:13][C@H:12]1[C:17]([OH:19])=O)=[O:10])[C:2]1[CH:7]=[CH:6][CH:5]=[CH:4][CH:3]=1.CN1CCOCC1.C(OC(Cl)=O)C(C)C.Cl.[C:36]([O:40][C:41](=[O:48])[C@H:42]([CH2:44][CH:45]([CH3:47])[CH3:46])[NH2:43])([CH3:39])([CH3:38])[CH3:37]>C1COCC1.CCOC(C)=O>[C:36]([O:40][C:41](=[O:48])[C@H:42]([CH2:44][CH:45]([CH3:46])[CH3:47])[NH:43][C:17](=[O:19])[C@@H:12]1[CH2:13][CH2:14][C:15](=[O:16])[N:11]1[C:9]([O:8][CH2:1][C:2]1[CH:3]=[CH:4][CH:5]=[CH:6][CH:7]=1)=[O:10])([CH3:39])([CH3:38])[CH3:37] |f:3.4|. Procedure details: To a solution of N-benzyloxycarbonyl-L-pyroglutamic acid (1.6 g, 6.0 mmols) and N-methylmorpholine (0.66 ml, 6.0 mmols) in anhydrous THF (10 ml), cooled at −15° C. was added dropwise under stirring an equivalent quantity of isobutylchloroformate (0.82 ml, 6.0 mmols). After 10 minutes a solution of L-leucine tertbutylester hydrochloride (1.34 g, 6.0 mmols) and N-methylmorpholinee (0.66 ml, 6.0 mmols) in anhydrous THF (9 ml) was slowly added maintaining the temperature at −15° C. for 2 hours. The ... Starting materials: COC1=CC=CC2=C1OC[C@H]1N(CCC[C@@H]12)C (trans-7-methoxy-4-methyl-1,2,3,4a,5,10b-hexahydro-4H-[1]-benzopyrano[3,4-b]pyridine), ClC(=O)OC1=CC=CC=C1 (phenyl chloroformate). Run in C1(=CC=CC=C1)C (toluene). Yields the product hydrochloride salt, Cl.COC1=CC=CC2=C1OC[C@H]1NCCC[C@@H]12 (trans-7-methoxy-1,2,3,4a,5,10b-hexahydro-4H-[1]-benzopyrano[3,4-b]pyridine hydrochloride). Reaction SMILES: [CH3:1][O:2][C:3]1[C:8]2[O:9][CH2:10][C@@H:11]3[C@@H:16]([C:7]=2[CH:6]=[CH:5][CH:4]=1)[CH2:15][CH2:14][CH2:13][N:12]3C.[Cl:18]C(OC1C=CC=CC=1)=O>C1(C)C=CC=CC=1>[ClH:18].[CH3:1][O:2][C:3]1[C:8]2[O:9][CH2:10][C@@H:11]3[C@@H:16]([C:7]=2[CH:6]=[CH:5][CH:4]=1)[CH2:15][CH2:14][CH2:13][NH:12]3 |f:3.4|. Procedure details: A solution of 628 mg of trans-7-methoxy-4-methyl-1,2,3,4a,5,10b-hexahydro-4H-[1]-benzopyrano[3,4-b]pyridine and 1 g of phenyl chloroformate in 20 ml of toluene is refluxed for 3 hours. After dilution with ether and washing with aqueous hydrochloric acid, the solvent is removed and 1 g of potassium hydroxide and 20 ml of dioxane is added. After refluxing for 2 hours, the reaction is diluted with water and the product extracted with ether. After drying and removal of solvent, the hydrochloride sal... Starting materials: OCCBr, O=C([O-])[O-], CC#N, O=C(CNCC1CCCCC1)N1CCc2ccccc2C1C1CCCCC1, [I-], [K+], [K+], [K+]. The product is O=C(CN(CCO)CC1CCCCC1)N1CCc2ccccc2C1C1CCCCC1. RXN SMILES: [Br:28][CH2:29][CH2:30][OH:31].[C:32](=[O:33])([O-:34])[O-:35].[CH3:40][C:41]#[N:42].[CH:1]1([CH:7]2[N:8]([C:17]([CH2:18][NH:19][CH2:20][CH:21]3[CH2:22][CH2:23][CH2:24][CH2:25][CH2:26]3)=[O:27])[CH2:9][CH2:10][c:11]3[cH:12][cH:13][cH:14][cH:15][c:16]32)[CH2:2][CH2:3][CH2:4][CH2:5][CH2:6]1.[I-:39].[K+:36].[K+:37].[K+:38]>>[CH:1]1([CH:7]2[N:8]([C:17]([CH2:18][N:19]([CH2:20][CH:21]3[CH2:22][CH2:23][CH2:24][CH2:25][CH2:26]3)[CH2:29][CH2:30][OH:31])=[O:27])[CH2:9][CH2:10][c:11]3[cH:12][cH:13][cH:14][cH:15][c:16]32)[CH2:2][CH2:3][CH2:4][CH2:5][CH2:6]1. Reactants: Br[C@@H]1[C@@H]2N(C(=C(CS2(=O)=O)C)C(=O)OC(C2=CC=CC=C2)C2=CC=CC=C2)C1=O (benzhydryl 7α-bromo-3-methyl-3-cephem-4-carboxylate-1,1-dioxide), Cl.CNC (dimethylamine hydrochloride), C=O (formaldehyde), C(C)(C)(C)O (t-butyl alcohol). Run in C(Cl)Cl (methylene chloride). Reaction conditions: temperature 95 celsius. Product: Br[C@@H]1[C@@H]2N(C(=C(C(S2(=O)=O)=C)C)C(=O)OC(C2=CC=CC=C2)C2=CC=CC=C2)C1=O (benzhydryl 7α-bromo-2-methylene-3-methyl-3-cephem-4-carboxylate-1, 1-dioxide). Yield: 69.4%. Reaction SMILES: [Br:1][C@H:2]1[C:28](=[O:29])[N:4]2[C:5]([C:12]([O:14][CH:15]([C:22]3[CH:27]=[CH:26][CH:25]=[CH:24][CH:23]=3)[C:16]3[CH:21]=[CH:20][CH:19]=[CH:18][CH:17]=3)=[O:13])=[C:6]([CH3:11])[CH2:7][S:8](=[O:10])(=[O:9])[C@H:3]12.Cl.[CH3:31]NC.C=O.C(O)(C)(C)C>C(Cl)Cl>[Br:1][C@H:2]1[C:28](=[O:29])[N:4]2[C:5]([C:12]([O:14][CH:15]([C:16]3[CH:21]=[CH:20][CH:19]=[CH:18][CH:17]=3)[C:22]3[CH:23]=[CH:24][CH:25]=[CH:26][CH:27]=3)=[O:13])=[C:6]([CH3:11])[C:7](=[CH2:31])[S:8](=[O:9])(=[O:10])[C@H:3]12 |f:1.2|. Procedure: To a stirred solution of benzhydryl 7α-bromo-3-methyl-3-cephem-4-carboxylate-1,1-dioxide (2.8 g, 0.0059 mol) in methylene chloride (12 ml) were added dimethylamine hydrochloride (1.44 g, 0.0176 mol), formaldehyde (0.61 g, 0.020 mol) and t-butyl alcohol (100 ml), the mixture was heated to reflux at 95° C. for 3 hours. Solvent was removed under reduced pressure and the residue was dissolved in methylene chloride, washed with water, dried over sodium sulfate and concentrated to dryness. The residue... Reactants: BrC1=CC=C(C=C1)[C@H](CC)N1C(O[C@](CC1)(C1=CC=CC=C1)CC)=O ((R)-3-((S)-1-(4-bromophenyl)propyl)-6-ethyl-6-phenyl-1,3-oxazinan-2-one), BrC=1C=CC(N(C1)CC)=O (5-bromo-1-ethylpyridin-2(1H)-one). Yields the product C(C)[C@@]1(CCN(C(O1)=O)[C@@H](CC)C1=CC=C(C=C1)C1=CN(C(C=C1)=O)CC)C1=CC=CC=C1 ((R)-6-ethyl-3-((S)-1-(4-(1-ethyl-6-oxo-1,6-dihydropyridin-3-yl)phenyl)propyl)-6-phenyl-1,3-oxazinan-2-one). As a reaction SMILES: Br[C:2]1[CH:7]=[CH:6][C:5]([C@@H:8]([N:11]2[CH2:16][CH2:15][C@:14]([CH2:23][CH3:24])([C:17]3[CH:22]=[CH:21][CH:20]=[CH:19][CH:18]=3)[O:13][C:12]2=[O:25])[CH2:9][CH3:10])=[CH:4][CH:3]=1.Br[C:27]1[CH:28]=[CH:29][C:30](=[O:35])[N:31]([CH2:33][CH3:34])[CH:32]=1>>[CH2:23]([C@@:14]1([C:17]2[CH:22]=[CH:21][CH:20]=[CH:19][CH:18]=2)[O:13][C:12](=[O:25])[N:11]([C@H:8]([C:5]2[CH:6]=[CH:7][C:2]([C:27]3[CH:28]=[CH:29][C:30](=[O:35])[N:31]([CH2:33][CH3:34])[CH:32]=3)=[CH:3][CH:4]=2)[CH2:9][CH3:10])[CH2:16][CH2:15]1)[CH3:24]. Procedure details: The title compound was prepared from (R)-3-((S)-1-(4-bromophenyl)propyl)-6-ethyl-6-phenyl-1,3-oxazinan-2-one following procedures analogous to those described in Example 32 Method 2 Steps 3 and 4 using 5-bromo-1-ethylpyridin-2(1H)-one in Step 4. LC-MS Method 1 tR=1.68 min, m/z=445 (M+1). The reactants are C(#N)[BH3-].[Na+] (sodium cyanoborohydride), NC1=CC=C(C(=O)NC2=CC=C(C=C2)C=2SC3=C(N2)C=CC(=C3)OC)C=C1 (4-amino-N-[4-(6-methoxybenzothiazol-2-yl)-phenyl]-benzamide), C=O (paraformaldehyde). The solvent is CC(=O)O (AcOH). Reaction SMILES: [C:1]([BH3-])#[N:2].[Na+].N[C:6]1[CH:31]=[CH:30][C:9]([C:10]([NH:12][C:13]2[CH:18]=[CH:17][C:16]([C:19]3[S:20][C:21]4[CH:27]=[C:26]([O:28][CH3:29])[CH:25]=[CH:24][C:22]=4[N:23]=3)=[CH:15][CH:14]=2)=[O:11])=[CH:8][CH:7]=1.[CH2:32]=O>CC(O)=O>[CH3:32][N:2]([CH3:1])[C:6]1[CH:31]=[CH:30][C:9]([C:10]([NH:12][C:13]2[CH:18]=[CH:17][C:16]([C:19]3[S:20][C:21]4[CH:27]=[C:26]([O:28][CH3:29])[CH:25]=[CH:24][C:22]=4[N:23]=3)=[CH:15][CH:14]=2)=[O:11])=[CH:8][CH:7]=1 |f:0.1|. Isolated yield 57.0%. Product: CN(C1=CC=C(C(=O)NC2=CC=C(C=C2)C=2SC3=C(N2)C=CC(=C3)OC)C=C1)C (4-Dimethylamino-N-[4-(6-methoxybenzothiazol-2-yl)-phenyl]-benzamide). Procedure: Prepared as described in the Amination section using sodium cyanoborohydride (67 mg, 1.06 mmol), 4-amino-N-[4-(6-methoxybenzothiazol-2-yl)-phenyl]-benzamide (80 mg, 0.213 mmol) and paraformaldehyde (64 mg, 2.13 mmol) in AcOH (2 ml) to give the title compound (49 mg, 57%) as colourless needles after recrystallisation from EtOH. Run in C(C)(=O)O (acetic acid). RXN SMILES: C([O-])(=O)C.[NH4+:5].[O:6]=[C:7]1[CH2:12][CH2:11][CH2:10][CH2:9][CH:8]1[CH2:13][C:14]([O:16][CH:17]([C:26]1[CH:31]=[CH:30][CH:29]=[CH:28][CH:27]=1)[C:18]([C:20]1[CH:25]=[CH:24][CH:23]=[CH:22][CH:21]=1)=O)=O>C(O)(=O)C>[C:20]1([C:18]2[N:5]=[C:14]([CH2:13][CH:8]3[CH2:9][CH2:10][CH2:11][CH2:12][C:7]3=[O:6])[O:16][C:17]=2[C:26]2[CH:31]=[CH:30][CH:29]=[CH:28][CH:27]=2)[CH:25]=[CH:24][CH:23]=[CH:22][CH:21]=1 |f:0.1|. Product: C1(=CC=CC=C1)C=1N=C(OC1C1=CC=CC=C1)CC1C(CCCC1)=O (2-[(4,5-diphenyl-oxazol-2-yl)methyl]cyclohexanone). Procedure details: A mixture of ammonium acetate (6.3 g), acetic acid (30 ml) and 1,2-diphenyl-2-oxoethyl (2-oxocyclohex-1-yl)acetate (15.0 g) was heated under reflux for 2.5 hours. After used workup, the crude product was purified by column chromatography (silica gel 100 g, eluent; hexane:ethyl acetate=20:1 then 9:1 then 6:1) to give 2-[(4,5-diphenyl-oxazol-2-yl)methyl]cyclohexanone as an amorphous solid. Reactants: C(C)(=O)[O-].[NH4+] (ammonium acetate), O=C1C(CCCC1)CC(=O)OC(C(=O)C1=CC=CC=C1)C1=CC=CC=C1 (1,2-diphenyl-2-oxoethyl (2-oxocyclohex-1-yl)acetate).